Dataset: the Open Reaction Database (ORD), a public repository of structured organic reaction records. Task: describe an organic reaction: reactants, conditions, products, and yield The reactants are C12(CC3CC(CC(C1)C3)C2)O (1-adamantanol), O.C1(=CC=C(C=C1)S(=O)(=O)O)C (p-toluenesulfonic acid monohydrate), C(C)O (ethanol), C1(O)=CC(O)=CC=C1 (resorcinol). The solvent is O (water). Run at time 3 hour. The product is OC1=C(C=CC(=C1)O)C12CC3CC(CC(C1)C3)C2 (1-(2,4-dihydroxyphenyl)adamantane). Isolated yield 86.0%. As a reaction SMILES: [C:1]12(O)[CH2:10][CH:5]3[CH2:6][CH:7]([CH2:9][CH:3]([CH2:4]3)[CH2:2]1)[CH2:8]2.O.C1(C)C=CC(S(O)(=O)=O)=CC=1.C(O)C.[C:27]1([CH:34]=[CH:33][CH:32]=[C:30]([OH:31])[CH:29]=1)[OH:28]>O>[OH:28][C:27]1[CH:29]=[C:30]([OH:31])[CH:32]=[CH:33][C:34]=1[C:1]12[CH2:10][CH:5]3[CH2:6][CH:7]([CH2:9][CH:3]([CH2:4]3)[CH2:2]1)[CH2:8]2 |f:1.2|. Procedure details: Into a four-neck flask having an inner volume of 500 ml and equipped with a reflux condenser, a stirrer, a thermometer, and a nitrogen inlet were charged 28.1 g (0.18 mol) of 1-adamantanol, 8.8 g (0.05 mol) of p-toluenesulfonic acid monohydrate, and 35 ml of ethanol. After the atmosphere was displaced by nitrogen, 39.6 g (0.36 mol) of resorcinol was added. The mixture in the flask was placed in an oil bath at 90° C. and heated and agitated for 3 hours. The reaction solution was cooled, added wit... Yields the product COc1ccc(CC(=O)N(Cc2cccc(C)c2)C2CCN(C(=O)OC(C)(C)C)CC2)cc1. Reactants: Cc1cccc(CNC2CCN(C(=O)OC(C)(C)C)CC2)c1, COc1ccc(CC(=O)Cl)cc1, CCN(C(C)C)C(C)C, ClCCl, O. Reaction SMILES: [CH3:1][c:2]1[cH:3][c:4]([CH2:8][NH:9][CH:10]2[CH2:11][CH2:12][N:13]([C:16](=[O:17])[O:18][C:19]([CH3:20])([CH3:21])[CH3:22])[CH2:14][CH2:15]2)[cH:5][cH:6][cH:7]1.[CH3:32][O:33][c:34]1[cH:35][cH:36][c:37]([CH2:40][C:41](=[O:42])[Cl:43])[cH:38][cH:39]1.[CH:23]([N:24]([CH:25]([CH3:26])[CH3:27])[CH2:28][CH3:29])([CH3:30])[CH3:31].[Cl:45][CH2:46][Cl:47].[OH2:44]>>[CH3:1][c:2]1[cH:3][c:4]([CH2:8][N:9]([CH:10]2[CH2:11][CH2:12][N:13]([C:16](=[O:17])[O:18][C:19]([CH3:20])([CH3:21])[CH3:22])[CH2:14][CH2:15]2)[C:41]([CH2:40][c:37]2[cH:36][cH:35][c:34]([O:33][CH3:32])[cH:39][cH:38]2)=[O:42])[cH:5][cH:6][cH:7]1.